Dataset: the Open Reaction Database (ORD), a public repository of structured organic reaction records. Task: describe an organic reaction: reactants, conditions, products, and yield Product: NCC12CCCC(C1)C1CCC2C1. Reactants: [Al+3], N#CC12CCCC(C1)C1CCC2C1, [H-], [H-], [H-], [H-], [Li+], C1CCOC1. As a reaction SMILES: [Al+3:15].[C:1](#[N:2])[C:3]12[CH:4]3[CH2:5][CH2:6][CH:7]([CH:8]([CH2:9][CH2:10][CH2:11]1)[CH2:12]2)[CH2:13]3.[H-:14].[H-:17].[H-:18].[H-:19].[Li+:16].[O:20]1[CH2:21][CH2:22][CH2:23][CH2:24]1>>[CH2:1]([NH2:2])[C:3]12[CH:4]3[CH2:5][CH2:6][CH:7]([CH:8]([CH2:9][CH2:10][CH2:11]1)[CH2:12]2)[CH2:13]3. Starting materials: CS(=O)(=O)C1=CC=C2C=C(C=NC2=C1)[N+](=O)[O-] (7-(methylsulfonyl)-3-nitroquinoline). The reagents and catalysts are [Pd] (Pd/C). Run in CCOC(=O)C (EtOAc). Conditions: time 18 hour. The product is CS(=O)(=O)C1=CC=C2C=C(C=NC2=C1)N (7-(methylsulfonyl)-3-quinolylamine). Yield: 24.7%. RXN SMILES: [CH3:1][S:2]([C:5]1[CH:14]=[C:13]2[C:8]([CH:9]=[C:10]([N+:15]([O-])=O)[CH:11]=[N:12]2)=[CH:7][CH:6]=1)(=[O:4])=[O:3]>CCOC(C)=O.[Pd]>[CH3:1][S:2]([C:5]1[CH:14]=[C:13]2[C:8]([CH:9]=[C:10]([NH2:15])[CH:11]=[N:12]2)=[CH:7][CH:6]=1)(=[O:4])=[O:3]. Procedure: To a suspension of 7-(methylsulfonyl)-3-nitroquinoline (85 mg, 0.4 mmol) in EtOAc (6 mL) under argon, was added 10% Pd/C (22 mg, 0.04 mmol). A H2 balloon was connected to the reaction flask, the flask was purged with H2 three times and the reaction mixture was allowed to stir under H2 atmosphere for 18 h. Unreacted starting material could be seen settling to the bottom of the flask together with the catalyst. The solids were removed from the EtOAc solution by filtration. Evaporation of EtOAc und... The solvent is O (water). Procedure details: Mix 5-[3-(carbethoxyhydrazino)-propyl]-hydantoin (2.44 g, 10 mmol), barium hydroxide octahydrate (18.15 g, 10 mmol) and water (55 mL). Reflux for 12 hours, remove the white solid by filtration and extract the filter cake with boiling water (25 ml) and finally wash with hot water (25 mL). Combine the filtrate and washings, treat with ammonium carbonate (5.7 g) and heat with stirring. Filter off the barium carbonate, wash the filter cake with hot water and evaporate the filtrate and washings in va... Reaction SMILES: C([NH:6][NH:7][CH2:8][CH2:9][CH2:10][CH:11]1[NH:15]C(=O)N[C:12]1=[O:17])(OCC)=O.[OH2:18].O.O.O.O.O.O.O.[OH-].[Ba+2].[OH-]>O>[NH2:15][CH:11]([CH2:10][CH2:9][CH2:8][NH:7][NH2:6])[C:12]([OH:17])=[O:18] |f:1.2.3.4.5.6.7.8.9.10.11|. The reactants are C(=O)(OCC)NNCCCC1C(NC(N1)=O)=O (5-[3-(carbethoxyhydrazino)-propyl]-hydantoin), O.O.O.O.O.O.O.O.[OH-].[Ba+2].[OH-] (barium hydroxide octahydrate). Yields the product NC(C(=O)O)CCCNN (2-amino-5-hydrazino- pentanoic acid). Starting materials: BrCC1=CC=C(C(=C1)C1=CC=CC=C1)C#N (5-Bromomethyl-biphenyl-2-carbonitrile), ClC=1C=CC(N(C1)C1=NC=C(C=C1)CC=1N=CN(C1)C(C1=CC=CC=C1)(C1=CC=CC=C1)C1=CC=CC=C1)=O (5-chloro-5'-(1-trityl-1H-imidazol-4-ylmethyl)-[1,2']bipyridinyl-2-one). Run in CC#N (CH3CN). Run at temperature 60 celsius. Yields the product ClC=1C=CC(N(C1)C1=NC=C(C=C1)CC1=CN=CN1CC1=CC=C(C(=C1)C1=CC=CC=C1)C#N)=O (5-[5-(5-Chloro-2-oxo-2H-[1,2']bipyridinyl-5'-ylmethyl)-imidazol-1-ylmethyl]-biphenyl-2-carbonitrile). As a reaction SMILES: Br[CH2:2][C:3]1[CH:8]=[C:7]([C:9]2[CH:14]=[CH:13][CH:12]=[CH:11][CH:10]=2)[C:6]([C:15]#[N:16])=[CH:5][CH:4]=1.[Cl:17][C:18]1[CH:19]=[CH:20][C:21](=[O:55])[N:22]([C:24]2[CH:29]=[CH:28][C:27]([CH2:30][C:31]3[N:32]=[CH:33][N:34](C(C4C=CC=CC=4)(C4C=CC=CC=4)C4C=CC=CC=4)[CH:35]=3)=[CH:26][N:25]=2)[CH:23]=1>CC#N>[Cl:17][C:18]1[CH:19]=[CH:20][C:21](=[O:55])[N:22]([C:24]2[CH:29]=[CH:28][C:27]([CH2:30][C:31]3[N:32]([CH2:2][C:3]4[CH:8]=[C:7]([C:9]5[CH:14]=[CH:13][CH:12]=[CH:11][CH:10]=5)[C:6]([C:15]#[N:16])=[CH:5][CH:4]=4)[CH:33]=[N:34][CH:35]=3)=[CH:26][N:25]=2)[CH:23]=1. Reported procedure: 5-Bromomethyl-biphenyl-2-carbonitrile from step 4 (51 mg, 0.19 mmol) and 5-chloro-5'-(1-trityl-1H-imidazol-4-ylmethyl)-[1,2']bipyridinyl-2-one from Example 23, Step 5 (100 mg, 0.19 mmol) were dissolved in CH3CN (950 μl) and heated to 60° C. for 14 hours. The solvent was removed in vacuo and th ressidue dissolved in MeOH (950 μl). The reaction mixture was heated to 60° C. for 4 hours. Solvent was removed in vacuo and the residue was purified by flash chromatography [15% MeOH(5 % NH4OH)/CH2Cl2 ] t... Starting materials: ClC(C(CC)Cl)=O (α-chlorobutanoyl chloride), C(CCC=CC)NCCC1OC(C(O1)(C)C)(C)C (N-Hex-4-enyl-N-(4,4,5,5-tetramethyl-1,3-dioxolan-2-ylethyl)-amine), C1=CC=CC=C1 (benzene), C([O-])([O-])=O.[Na+].[Na+] (sodium carbonate). The solvent is O (water). Yields the product C(CCC=CC)N(C(C(CC)Cl)=O)CCC1OC(C(O1)(C)C)(C)C (N-hex-4-enyl-N-(4,4,5,5-tetramethyl-1,3-dioxolan-2-ylethyl)-α-chlorobutanamide). Reaction SMILES: [CH2:1]([NH:7][CH2:8][CH2:9][CH:10]1[O:14][C:13]([CH3:16])([CH3:15])[C:12]([CH3:18])([CH3:17])[O:11]1)[CH2:2][CH2:3][CH:4]=[CH:5][CH3:6].C1C=CC=CC=1.C(=O)([O-])[O-].[Na+].[Na+].Cl[C:32](=[O:37])[CH:33]([Cl:36])[CH2:34][CH3:35]>O>[CH2:1]([N:7]([CH2:8][CH2:9][CH:10]1[O:11][C:12]([CH3:17])([CH3:18])[C:13]([CH3:16])([CH3:15])[O:14]1)[C:32](=[O:37])[CH:33]([Cl:36])[CH2:34][CH3:35])[CH2:2][CH2:3][CH:4]=[CH:5][CH3:6] |f:2.3.4|. Reported procedure: N-Hex-4-enyl-N-(4,4,5,5-tetramethyl-1,3-dioxolan-2-ylethyl)-amine (10 grams), benzene (100 ml), water (100 ml) and sodium carbonate (8 grams) are charged into a glass reaction vessel equipped with a mechanical stirrer and thermometer. The reaction mixture is cooled to a temperature of 5° to 10° C. and α-chlorobutanoyl chloride (7 grams) is added dropwise with stirring. After the addition is completed stirring is continued until the reaction mixture reaches room temperature. After this time the o... Reactants: C\C(=C/C(=O)O)\C=C\C(=C(\C=C\C1=C(SC(=C1C)C)C)/C)\F (2E,4E,6Z,8E-3,7-dimethyl-6-fluoro-9-(2,4,5-trimethyl-3-thienyl)-2,4,6,8-nonatetraenoic acid), CN(C=O)C (dimethylformamide), C(C(=O)Cl)(=O)Cl (oxalylchloride). Run in C1=CC=CC=C1 (benzene), C1=CC=CC=C1 (benzene). Reaction conditions: time 1 hour. Yields the product C(C)NC(\C=C(\C=C\C(=C(\C=C\C1=C(SC(=C1C)C)C)/C)\F)/C)=O (N-ethyl (2E,4E,6Z,8E)-3,7-dimethyl-6-fluoro-9-(2,4,5-trimethyl-3-thienyl)-2,4,6,8-nonatetraenamide). Isolated yield 48.0%. Reaction SMILES: [CH3:1]/[C:2](/[CH:7]=[CH:8]/[C:9](/[F:22])=[C:10](\[CH3:21])/[CH:11]=[CH:12]/[C:13]1[C:17]([CH3:18])=[C:16]([CH3:19])[S:15][C:14]=1[CH3:20])=[CH:3]\[C:4]([OH:6])=O.C[N:24]([CH3:27])C=O.[C:28](Cl)(=O)C(Cl)=O>C1C=CC=CC=1>[CH2:27]([NH:24][C:4](=[O:6])/[CH:3]=[C:2](\[CH3:1])/[CH:7]=[CH:8]/[C:9](/[F:22])=[C:10](\[CH3:21])/[CH:11]=[CH:12]/[C:13]1[C:17]([CH3:18])=[C:16]([CH3:19])[S:15][C:14]=1[CH3:20])[CH3:28]. Procedure details: A suspension of 0.25 g. (0.78 mmole) of 2E,4E,6Z,8E-3,7-dimethyl-6-fluoro-9-(2,4,5-trimethyl-3-thienyl)-2,4,6,8-nonatetraenoic acid in 15 ml. of dry benzene was stirred at 23° C. under argon while about 5 mg. of dimethylformamide were added thereto followed by 0.20 g. (1.57 mmole) of oxalylchloride in 5 ml. of dry benzene. After one hour of stirring, dry ethylamine was bubbled into the resulting orange solution until a bright yellow color persisted. The reaction mixture was poured into water, ex... Starting materials: [OH-].[Na+] (sodium hydroxide), C(C)OC(COC1=C(C=C(C=C1)SC1=CC(=CC(=C1)OC1=NC=CC=C1C(F)(F)F)C#CCN1CCOCC1)C)=O ({2-Methyl-4-[3-(3-morpholin-4-yl-prop-1-ynyl)-5-(3-trifluoromethyl-pyridin-2-yloxy)-phenylsulfanyl]-phenoxy}-acetic acid ethyl ester), Cl (hydrochloric acid). Run in C(C)O (ethanol). Reaction conditions: time 16 hour. Yields the product CC1=C(OCC(=O)O)C=CC(=C1)SC1=CC(=CC(=C1)OC1=NC=CC=C1C(F)(F)F)C#CCN1CCOCC1 ({2-Methyl-4-[3-(3-morpholin-4-yl-prop-1-ynyl)-5-(3-trifluoromethyl-pyridin-2-yloxy)-phenylsulfanyl]-phenoxy}-acetic Acid). Reaction SMILES: C([O:3][C:4](=[O:41])[CH2:5][O:6][C:7]1[CH:12]=[CH:11][C:10]([S:13][C:14]2[CH:19]=[C:18]([O:20][C:21]3[C:26]([C:27]([F:30])([F:29])[F:28])=[CH:25][CH:24]=[CH:23][N:22]=3)[CH:17]=[C:16]([C:31]#[C:32][CH2:33][N:34]3[CH2:39][CH2:38][O:37][CH2:36][CH2:35]3)[CH:15]=2)=[CH:9][C:8]=1[CH3:40])C.[OH-].[Na+].Cl>C(O)C>[CH3:40][C:8]1[CH:9]=[C:10]([S:13][C:14]2[CH:19]=[C:18]([O:20][C:21]3[C:26]([C:27]([F:28])([F:29])[F:30])=[CH:25][CH:24]=[CH:23][N:22]=3)[CH:17]=[C:16]([C:31]#[C:32][CH2:33][N:34]3[CH2:39][CH2:38][O:37][CH2:36][CH2:35]3)[CH:15]=2)[CH:11]=[CH:12][C:7]=1[O:6][CH2:5][C:4]([OH:41])=[O:3] |f:1.2|. Procedure details: {2-Methyl-4-[3-(3-morpholin-4-yl-prop-1-ynyl)-5-(3-trifluoromethyl-pyridin-2-yloxy)-phenylsulfanyl]-phenoxy}-acetic acid ethyl ester (262 mg; 0.45 mmol) was dissolved in ethanol (15 mL), and aqueous 1 N sodium hydroxide (3 mL) was added. The reaction mixture was stirred for 16 h. acidified with 1 N aqueous hydrochloric acid and extracted with ethyl acetate, dried and evaporated to dryness. The organic phase was purified by preparative HPLC (method B). Yield: 178 mg (72%). HPLC-MS: m/z: 559.5 (M+... Starting materials: C(C1=CC=CC=C1)N1S(N=C(NC1=O)OC)(=O)=O (2-benzyl-5-methoxy-2H-1,2,4,6-thiatriazin-3-one-1,1-dioxide), P(Cl)(Cl)(Cl)(Cl)Cl (PCl5). Solvent: O=P(Cl)(Cl)Cl (POCl3). The product is C(C1=CC=CC=C1)N1S(N=C(N=C1Cl)OC)(=O)=O (2-Benzyl-3-chloro-5-methoxy-2H-1,2,4,6-thiatriazine-1,1-dioxide). RXN SMILES: [CH2:1]([N:8]1[C:13](=O)[NH:12][C:11]([O:15][CH3:16])=[N:10][S:9]1(=[O:18])=[O:17])[C:2]1[CH:7]=[CH:6][CH:5]=[CH:4][CH:3]=1.P(Cl)(Cl)(Cl)(Cl)[Cl:20]>O=P(Cl)(Cl)Cl>[CH2:1]([N:8]1[C:13]([Cl:20])=[N:12][C:11]([O:15][CH3:16])=[N:10][S:9]1(=[O:18])=[O:17])[C:2]1[CH:7]=[CH:6][CH:5]=[CH:4][CH:3]=1. Reported procedure: A stirred mixture of 2-benzyl-5-methoxy-2H-1,2,4,6-thiatriazin-3-one-1,1-dioxide (10.5 g) and PCl5 (12.2 g) in POCl3 (35 ml) is refluxed overnight. The reaction mixture is evaporated in vacuo at 50° C. affording the crude product as an oil. The reactants are CN1N=C(C2=CC=CC=C12)C(=O)O (1-methyl-1H-indazole-3-carboxylic acid), [Cl-].COC1=NC(=NC(=N1)OC)[N+]1(CCOCC1)C (4-(4,6-dimethoxy-1,3,5-triazin-2-yl)-4-methylmorpholin-4-ium chloride), CN (methylamine). Reported procedure: 1-methyl-1H-indazole-3-carboxylic acid (2.64 g) was mixed with methanol (20 ml) and 4-(4,6-dimethoxy-1,3,5-triazin-2-yl)-4-methylmorpholin-4-ium chloride (4.57 g) and methylamine (40% methanol solution, 2.0 ml) were added thereto at room temperature. After stirring at room temperature for 14 hours, the reaction solution was concentrated under reduced pressure. The residue was diluted with ethyl acetate, and the organic layer was washed with water-saturated brine (1:1) and further saturated brine... The solvent is CO (methanol). Yield: 64.9%. Product: CNC(=O)C1=NN(C2=CC=CC=C12)C (N,1-dimethyl-1H-indazole-3-carboxamide). As a reaction SMILES: [CH3:1][N:2]1[C:10]2[C:5](=[CH:6][CH:7]=[CH:8][CH:9]=2)[C:4]([C:11]([OH:13])=O)=[N:3]1.[Cl-].CO[C:17]1N=C(OC)N=C([N+]2(C)CCOCC2)[N:18]=1.CN>CO>[CH3:17][NH:18][C:11]([C:4]1[C:5]2[C:10](=[CH:9][CH:8]=[CH:7][CH:6]=2)[N:2]([CH3:1])[N:3]=1)=[O:13] |f:1.2|. Reaction conditions: time 14 hour.